From a dataset of the Open Reaction Database (ORD), a public repository of structured organic reaction records. describe an organic reaction: reactants, conditions, products, and yield Starting materials: B.O1CCCC1 (Borane tetrahydrofuran), CC1=CC=C(S1)CCOCC(=O)N (2-[2-(5-Methyl-2-thienyl)ethoxy]acetamide), CO (methanol). Run in O1CCCC1 (tetrahydrofuran). Yields the product CC1=CC=C(S1)CCOCCN (2-[2-(5-Methyl-2-thienyl)ethoxy]ethanamine). Reaction SMILES: B.O1CCCC1.[CH3:7][C:8]1[S:12][C:11]([CH2:13][CH2:14][O:15][CH2:16][C:17]([NH2:19])=O)=[CH:10][CH:9]=1.CO>O1CCCC1>[CH3:7][C:8]1[S:12][C:11]([CH2:13][CH2:14][O:15][CH2:16][CH2:17][NH2:19])=[CH:10][CH:9]=1 |f:0.1|. Procedure details: Borane-tetrahydrofuran solution (1.0 M in THF, 21.7 ml) was added dropwise to a stirred solution of the product from step b) (1.25 g) in dry tetrahydrofuran (100 ml). The reaction was heated at reflux under an inert atmosphere for 5 hours. The reaction was cooled and methanol (10 ml) added cautiously. The solvents were removed in vacuo and the residue dissolved in methanol (100 ml) to which was added concentrated hydrochloric acid (sg. 1.18, 0.45 ml). This solution was heated at reflux for 15 mi...